This data is from the Open Reaction Database (ORD), a public repository of structured organic reaction records. The task is: describe an organic reaction: reactants, conditions, products, and yield RXN SMILES: [Cl:54][CH2:55][Cl:56].[F:47][C:48]([F:49])([F:50])[C:51]([OH:52])=[O:53].[O:1]=[S:2]1(=[O:46])[CH2:3][C:4]([CH2:40][CH3:41])([CH2:42][CH2:43][CH2:44][CH3:45])[CH2:5][N:6]([c:34]2[cH:35][cH:36][cH:37][cH:38][cH:39]2)[c:7]2[c:8]1[cH:9][c:10]([O:14][CH2:15][CH2:16][C:17]([NH:18][CH:19]([c:20]1[cH:21][cH:22][cH:23][cH:24][cH:25]1)[C:26](=[O:27])[O:28][C:29]([CH3:30])([CH3:31])[CH3:32])=[O:33])[c:11]([Br:13])[cH:12]2>>[O:1]=[S:2]1(=[O:46])[CH2:3][C:4]([CH2:40][CH3:41])([CH2:42][CH2:43][CH2:44][CH3:45])[CH2:5][N:6]([c:34]2[cH:35][cH:36][cH:37][cH:38][cH:39]2)[c:7]2[c:8]1[cH:9][c:10]([O:14][CH2:15][CH2:16][C:17]([NH:18][CH:19]([c:20]1[cH:21][cH:22][cH:23][cH:24][cH:25]1)[C:26](=[O:27])[OH:28])=[O:33])[c:11]([Br:13])[cH:12]2. Product: CCCCC1(CC)CN(c2ccccc2)c2cc(Br)c(OCCC(=O)NC(C(=O)O)c3ccccc3)cc2S(=O)(=O)C1. The reactants are ClCCl, O=C(O)C(F)(F)F, CCCCC1(CC)CN(c2ccccc2)c2cc(Br)c(OCCC(=O)NC(C(=O)OC(C)(C)C)c3ccccc3)cc2S(=O)(=O)C1. Reactants: ClC1=C(C=CC(=C1)CCNC1=NC=CC(=N1)C1=CC(=CC=C1)CNC(C)C)O (2-Chloro-4-(2-{4-[3-(isopropylamino-methyl)-phenyl]-pyrimidin-2-ylamino}-ethyl)-phenol), 516, ClC1=C(C=CC(=C1)CCNC1=NC=CC(=N1)C1=CC(=CC=C1)CNC(C)C)O (2-Chloro-4-(2-{4-[3-(isopropylamino-methyl)-phenyl]-pyrimidin-2-ylamino}-ethyl)-phenol), CC=1C=NC=C(C(=O)O)C1 (5-methyl-nicotinic acid). RXN SMILES: [Cl:1][C:2]1[CH:7]=[C:6]([CH2:8][CH2:9][NH:10][C:11]2[N:16]=[C:15]([C:17]3[CH:22]=[CH:21][CH:20]=[C:19]([CH2:23][NH:24][CH:25]([CH3:27])[CH3:26])[CH:18]=3)[CH:14]=[CH:13][N:12]=2)[CH:5]=[CH:4][C:3]=1[OH:28].[CH3:29][C:30]1[CH:31]=[N:32][CH:33]=[C:34]([CH:38]=1)[C:35](O)=[O:36]>>[Cl:1][C:2]1[CH:7]=[C:6]([CH2:8][CH2:9][NH:10][C:11]2[N:16]=[C:15]([C:17]3[CH:18]=[C:19]([CH:20]=[CH:21][CH:22]=3)[CH2:23][N:24]([CH:25]([CH3:26])[CH3:27])[C:35](=[O:36])[C:34]3[CH:38]=[C:30]([CH3:29])[CH:31]=[N:32][CH:33]=3)[CH:14]=[CH:13][N:12]=2)[CH:5]=[CH:4][C:3]=1[OH:28]. Yields the product ClC=1C=C(C=CC1O)CCNC1=NC=CC(=N1)C=1C=C(CN(C(C2=CN=CC(=C2)C)=O)C(C)C)C=CC1 (N-(3-{2-[2-(3-Chloro-4-hydroxy-phenyl)-ethylamino]-pyrimidin-4-yl}-benzyl)-N-isopropyl-5-methyl-nicotinamide). Reported procedure: 2-Chloro-4-(2-{4-[3-(isopropylamino-methyl)-phenyl]-pyrimidin-2-ylamino}-ethyl)-phenol (compound 132) was coupled with 5-methyl-nicotinic acid following procedure D2. LC-MS showed the product had the expected M+H+ of 516. 1H NMR (Varian 300 MHz, CDCl3, shifts relative to the solvent peak at 7.24 ppm) δ 9.2 (s, 1H)) 8.7 (s, 1H) 8.4 (s, 1H) 8.3 (m, 2H) 8.1 (s, 1H) 7.9 (d, 1H) 7.5 (m, 1H) 7.4 (m, 2H) 7.2 (s, 1H) 7.0 (d, 1H) 5.6 (s, br, 1H) 3.9 (s, 2H) 3.7 (m, 2H) 3.1 (m, 1H) 2.9 (m, 2H) 2.4 (s, 3H)... RXN SMILES: [C:1]([CH2:3][CH2:4][CH2:5][C:6]([O:8][CH2:9][CH3:10])=[O:7])#[N:2].C([Sn]([N:24]=[N+:25]=[N-:26])(CCCC)CCCC)CCC.Cl>COCCOC.CO>[NH:24]1[C:1]([CH2:3][CH2:4][CH2:5][C:6]([O:8][CH2:9][CH3:10])=[O:7])=[N:2][N:26]=[N:25]1. The product is N1N=NN=C1CCCC(=O)OCC (Ethyl 4-(1H-tetrazole-5-yl)butanoate). Procedure details: Ethyl 4-cyanobutyrate (approximately 15 g) was dissolved in DME. Tris(n-butyl)tin azide (5 ml) was added and the reaction solution was heated to 85° overnight then cooled to room temperature. The cooled solution was diluted with methanol (20 ml) then 1N hydrochloric acid (20 ml) was added. The solution was stirred for one hour then partitioned between ethyl acetate and water. The organic layer was separated, dried over magnesium sulfate and evaporated under reduced pressure. The residue was chro... Conditions: time 1 hour. Starting materials: C(CCC)[Sn](CCCC)(CCCC)N=[N+]=[N-] (Tris(n-butyl)tin azide), C(#N)CCCC(=O)OCC (Ethyl 4-cyanobutyrate), Cl (hydrochloric acid). The solvent is CO (methanol), COCCOC (DME). Reactants: O=C(c1c(I)ccnc1Cl)N(CCCO)Cc1cc(C(F)(F)F)cc(C(F)(F)F)c1, [H-], [Na+], C1CCOC1, O. Yields the product O=C1c2c(I)ccnc2OCCCN1Cc1cc(C(F)(F)F)cc(C(F)(F)F)c1. RXN SMILES: [F:1][C:2]([c:3]1[cH:4][c:5]([CH2:6][N:7]([C:8]([c:9]2[c:10]([Cl:16])[n:11][cH:12][cH:13][c:14]2[I:15])=[O:17])[CH2:18][CH2:19][CH2:20][OH:21])[cH:22][c:23]([C:25]([F:26])([F:27])[F:28])[cH:24]1)([F:29])[F:30].[H-:31].[Na+:32].[O:34]1[CH2:35][CH2:36][CH2:37][CH2:38]1.[OH2:33]>>[F:1][C:2]([c:3]1[cH:4][c:5]([CH2:6][N:7]2[C:8](=[O:17])[c:9]3[c:10]([n:11][cH:12][cH:13][c:14]3[I:15])[O:21][CH2:20][CH2:19][CH2:18]2)[cH:22][c:23]([C:25]([F:26])([F:27])[F:28])[cH:24]1)([F:29])[F:30]. Reactants: FC(C(CC(=O)O)CN1CC(CCC1)C1=CC(=CC=C1)C(F)(F)F)(F)F (4,4,4-trifluoro-3-((3-(3-(trifluoromethyl)phenyl)-piperidin-1-yl)methyl)butanoic acid), CC1=NC=C(C(=O)NN)C=C1 (6-methylnicotinohydrazide), O=P(Cl)(Cl)Cl (POCl3), ice water, C(=O)([O-])[O-].[Na+].[Na+] (Na2CO3). Run at temperature 110 celsius. The product is CC1=NC=C(C=C1)C=1OC(=NN1)CC(C(F)(F)F)CN1CC(CCC1)C1=CC(=CC=C1)C(F)(F)F (2-methyl-5-(5-{3,3,3-trifluoro-2-[3-(3-trifluoromethyl-phenyl)-piperidin-1-ylmethyl]-propyl}-[1,3,4]oxadiazol-2-yl)-pyridine). Isolated yield 15.3%. As a reaction SMILES: [F:1][C:2]([F:26])([F:25])[CH:3]([CH2:8][N:9]1[CH2:14][CH2:13][CH2:12][CH:11]([C:15]2[CH:20]=[CH:19][CH:18]=[C:17]([C:21]([F:24])([F:23])[F:22])[CH:16]=2)[CH2:10]1)[CH2:4][C:5](O)=[O:6].[CH3:27][C:28]1[CH:37]=[CH:36][C:31]([C:32]([NH:34][NH2:35])=O)=[CH:30][N:29]=1.O=P(Cl)(Cl)Cl.C([O-])([O-])=O.[Na+].[Na+]>>[CH3:27][C:28]1[CH:37]=[CH:36][C:31]([C:32]2[O:6][C:5]([CH2:4][CH:3]([CH2:8][N:9]3[CH2:14][CH2:13][CH2:12][CH:11]([C:15]4[CH:20]=[CH:19][CH:18]=[C:17]([C:21]([F:23])([F:22])[F:24])[CH:16]=4)[CH2:10]3)[C:2]([F:26])([F:1])[F:25])=[N:35][N:34]=2)=[CH:30][N:29]=1 |f:3.4.5|. Procedure details: To a round-bottomed flask (5 ml) was added 4,4,4-trifluoro-3-((3-(3-(trifluoromethyl)phenyl)-piperidin-1-yl)methyl)butanoic acid (60 mg, 157 μmol), 6-methylnicotinohydrazide (23.7 mg, 157 μmol) and POCl3 (1.64 g, 1 mL, 10.7 mmol). The reaction mixture was heated to reflux at 110° C. for 4 hr. The crude reaction mixture was allowed to cool to room temperature, poured into ice/water and made basic with a saturated solution of Na2CO3. The reaction mixture was extracted with ethyl acetate, washed wi... Starting materials: N#N (N2), BrC1=CC2=C(N(N=N2)C2OCCCC2)C=C1 (5-bromo-1-(tetrahydro-2H-pyran-2-yl)-1H-benzo[d][1,2,3]triazole), C[Si](C)(C)C#C (Trimethylsilylacetylene). Reagents/catalysts: Cl[Pd]([P](C1=CC=CC=C1)(C2=CC=CC=C2)C3=CC=CC=C3)([P](C4=CC=CC=C4)(C5=CC=CC=C5)C6=CC=CC=C6)Cl (Pd(Ph3P)2Cl2), [Cu]I (CuI). The solvent is C(C)N(CC)CC (triethylamine). Run at temperature 80 celsius. Product: O1C(CCCC1)N1N=NC2=C1C=CC(=C2)C#C[Si](C)(C)C (1-(Tetrahydro-2H-pyran-2-yl)-5-((trimethylsilyl)ethynyl)-1H-benzo[d][1,2,3]triazole). Yield: 97.0%. Reaction SMILES: N#N.Br[C:4]1[CH:18]=[CH:17][C:7]2[N:8]([CH:11]3[CH2:16][CH2:15][CH2:14][CH2:13][O:12]3)[N:9]=[N:10][C:6]=2[CH:5]=1.[CH3:19][Si:20]([C:23]#[CH:24])([CH3:22])[CH3:21]>Cl[Pd](Cl)([P](C1C=CC=CC=1)(C1C=CC=CC=1)C1C=CC=CC=1)[P](C1C=CC=CC=1)(C1C=CC=CC=1)C1C=CC=CC=1.[Cu]I.C(N(CC)CC)C>[O:12]1[CH2:13][CH2:14][CH2:15][CH2:16][CH:11]1[N:8]1[C:7]2[CH:17]=[CH:18][C:4]([C:24]#[C:23][Si:20]([CH3:22])([CH3:21])[CH3:19])=[CH:5][C:6]=2[N:10]=[N:9]1 |^1:27,46|. Procedure details: A 100-mL round-bottom flask equipped with a magnetic stir bar, a rubber septum and N2 inlet was charged with 5-bromo-1-(tetrahydro-2H-pyran-2-yl)-1H-benzo[d][1,2,3]triazole (3.5 g, 12.4 mmol), Pd(Ph3P)2Cl2 (0.87 g, 1.24 mmol), CuI (0.47 g, 0.48 mmol), and triethylamine (62 mL). This mixture was degassed with three vacuum/N2 cycles. Trimethylsilylacetylene (3.5 mL, 24.8 mmol) was added, and the mixture was heated at 80° C. for 4 h. The reaction was monitored by LCMS. Upon completion, the reaction... Reactants: ClC1=NC(=CC(=C1)I)Cl (2,6-dichloro-4-iodopyridine), ( 1-B ). Reagents/catalysts: [Cu] (copper), [Cu] (copper). The product is ClC1=NC(=CC(=C1)C1=CC(=NC(=C1)Cl)Cl)Cl (2,6,2′,6′-tetrachloro-[4,4′]bipyridyl). Reaction SMILES: [Cl:1][C:2]1[CH:7]=[C:6](I)[CH:5]=[C:4]([Cl:9])[N:3]=1>[Cu]>[Cl:1][C:2]1[CH:7]=[C:6]([C:6]2[CH:5]=[C:4]([Cl:9])[N:3]=[C:2]([Cl:1])[CH:7]=2)[CH:5]=[C:4]([Cl:9])[N:3]=1. Procedure: a process of carrying out synthesis by stirring 2,6-dichloro-4-iodopyridine, listed as a starring material in Process (1-B), in the presence of a base by she catalysis of a copper catalyst such as copper powder with heating at 150° C. to 250° C. to yield 2,6,2′,6′-tetrachloro-[4,4′]bipyridyl, and treating this compound by the procedure of Process (B). The reactants are c1ccc(CN2CCc3[nH]c4c(-c5ccccc5)cccc4c3CC2)cc1, CC(=O)O, CCO, [H][H]. The product is c1ccc(-c2cccc3c4c([nH]c23)CCNCC4)cc1. As a reaction SMILES: [CH2:1]([c:2]1[cH:3][cH:4][cH:5][cH:6][cH:7]1)[N:8]1[CH2:9][CH2:10][c:11]2[nH:12][c:13]3[c:14](-[c:22]4[cH:23][cH:24][cH:25][cH:26][cH:27]4)[cH:15][cH:16][cH:17][c:18]3[c:19]2[CH2:20][CH2:21]1.[CH3:28][C:29](=[O:30])[OH:31].[CH3:34][CH2:35][OH:36].[H:32][H:33]>>[NH:8]1[CH2:9][CH2:10][c:11]2[nH:12][c:13]3[c:14](-[c:22]4[cH:23][cH:24][cH:25][cH:26][cH:27]4)[cH:15][cH:16][cH:17][c:18]3[c:19]2[CH2:20][CH2:21]1.